This data is from the Open Reaction Database (ORD), a public repository of structured organic reaction records. The task is: describe an organic reaction: reactants, conditions, products, and yield Starting materials: Cl (hydrochloric acid), C(C)OC1=CC(=CC(=C1C1=CC(=C(C=C1)CN1CCOCC1)F)OCOC)CC=1C(=NC(=NC1)N)N (5-(6-ethoxy-3′-fluoro-2-methoxymethoxy-4′-morpholin-4-ylmethyl-biphenyl-4-ylmethyl)-pyrimidine-2,4-diamine), N (ammonia). Run in CO (methanol), CO (methanol). Reaction conditions: temperature 0 celsius, time 1 hour. Yields the product NC1=NC=C(C(=N1)N)CC=1C=C(C(=C(C1)OCC)C1=CC(=C(C=C1)CN1CCOCC1)F)O (4-(2,4-diamino-pyrimidin-5-ylmethyl)-6-ethoxy-3′-fluoro-4′-morpholin-4-ylmethyl-biphenyl-2-ol). Isolated yield 52.4%. As a reaction SMILES: [CH2:1]([O:3][C:4]1[C:9]([C:10]2[CH:15]=[CH:14][C:13]([CH2:16][N:17]3[CH2:22][CH2:21][O:20][CH2:19][CH2:18]3)=[C:12]([F:23])[CH:11]=2)=[C:8]([O:24]COC)[CH:7]=[C:6]([CH2:28][C:29]2[C:30]([NH2:36])=[N:31][C:32]([NH2:35])=[N:33][CH:34]=2)[CH:5]=1)[CH3:2].Cl.N>CO>[NH2:35][C:32]1[N:31]=[C:30]([NH2:36])[C:29]([CH2:28][C:6]2[CH:7]=[C:8]([OH:24])[C:9]([C:10]3[CH:15]=[CH:14][C:13]([CH2:16][N:17]4[CH2:22][CH2:21][O:20][CH2:19][CH2:18]4)=[C:12]([F:23])[CH:11]=3)=[C:4]([O:3][CH2:1][CH3:2])[CH:5]=2)=[CH:34][N:33]=1. Reported procedure: A solution of 5-(6-ethoxy-3′-fluoro-2-methoxymethoxy-4′-morpholin-4-ylmethyl-biphenyl-4-ylmethyl)-pyrimidine-2,4-diamine (120 mg; 0.24 mmol) in 20 ml methanol is heated to 50° C., 2.7 ml 4.5 M hydrochloric acid in methanol are then added and the mixture is stirred for 1 hour at this temperature. The pale yellow solution is cooled to 0° C., adjusted to pH 10 with 25% aqueous ammonia solution and concentrated to a volume of 2 ml. 20 ml water are added to the residue and the mixture is extracted th... Reactants: [H-].[Na+] (NaH), COCCO (2-methoxyethanol), C(C)(=O)NC1=NC2=CC=C(C=C2C(=N1)C1=NNC=N1)Br (2-acetamido-6-bromo-4-(1,2,4-triazolyl)-quinazoline). Conditions: time 10 minute. The product is NC1=NC2=CC=C(C=C2C(=N1)OCCOC)Br (2-amino-6-bromo-4-(2-methoxyethoxy)-quinazoline). Isolated yield 94.0%. RXN SMILES: [H-].[Na+].C([NH:6][C:7]1[N:16]=[C:15](C2N=CNN=2)[C:14]2[C:9](=[CH:10][CH:11]=[C:12]([Br:22])[CH:13]=2)[N:8]=1)(=O)C.[CH3:23][O:24][CH2:25][CH2:26][OH:27]>>[NH2:6][C:7]1[N:16]=[C:15]([O:27][CH2:26][CH2:25][O:24][CH3:23])[C:14]2[C:9](=[CH:10][CH:11]=[C:12]([Br:22])[CH:13]=2)[N:8]=1 |f:0.1|. Procedure details: To 2-methoxyethanol (10 ml) was added NaH (80 mg of a 60% dispersion in mineral oil, 2.0 mmol). The mixture was stirred at room temperature for 10 minutes. Then, 2-acetamido-6-bromo-4-(1,2,4-triazolyl)-quinazoline (167 mg, 0.5 mmol) was added to this solution. The resulting mixture was stirred at room temperature for 30 minutes and then heated at 80° C. for 2 hours. The solvents were evaporated in vacuo and the crude residue was purified by silica gel flash chromatography, the mobile phase being... Starting materials: OC1=CC=C(C=C1)C1=NC=2N(C(N(C(C2N1COCC[Si](C)(C)C)=O)CCC)=O)CCC (8-(4-hydroxy-phenyl)-1,3-dipropyl-7-(2-trimethylsilanyl-ethoxymethyl)-3,7-dihydro-purine-2,6 dione), COC(=O)C1(N(CC(C1)S(=O)(=O)C)C(=O)OC(C)(C)C)C (4-methanesulfonyl methyl-pyrrolidine-1,2-dicarboxylic acid 1-tert-butyl ester 2-methyl ester), C(=O)([O-])[O-].[K+].[K+] (K2CO3). Conditions: temperature 80 celsius. Reaction SMILES: [OH:1][C:2]1[CH:7]=[CH:6][C:5]([C:8]2[N:16]([CH2:17][O:18][CH2:19][CH2:20][Si:21]([CH3:24])([CH3:23])[CH3:22])[C:15]3[C:14](=[O:25])[N:13]([CH2:26][CH2:27][CH3:28])[C:12](=[O:29])[N:11]([CH2:30][CH2:31][CH3:32])[C:10]=3[N:9]=2)=[CH:4][CH:3]=1.[CH3:33][O:34][C:35]([C:37]1(C)[CH2:41][CH:40](S(C)(=O)=O)[CH2:39][N:38]1[C:46]([O:48][C:49]([CH3:52])([CH3:51])[CH3:50])=[O:47])=[O:36].[C:54]([O-])([O-])=O.[K+].[K+]>CN(C=O)C>[CH3:33][O:34][C:35]([CH:37]1[CH2:41][CH:40]([CH2:54][O:1][C:2]2[CH:3]=[CH:4][C:5]([C:8]3[N:16]([CH2:17][O:18][CH2:19][CH2:20][Si:21]([CH3:23])([CH3:22])[CH3:24])[C:15]4[C:14](=[O:25])[N:13]([CH2:26][CH2:27][CH3:28])[C:12](=[O:29])[N:11]([CH2:30][CH2:31][CH3:32])[C:10]=4[N:9]=3)=[CH:6][CH:7]=2)[CH2:39][N:38]1[C:46]([O:48][C:49]([CH3:50])([CH3:51])[CH3:52])=[O:47])=[O:36] |f:2.3.4|. Run in CN(C)C=O (DMF). Procedure: A mixture of 8-(4-hydroxy-phenyl)-1,3-dipropyl-7-(2-trimethylsilanyl-ethoxymethyl)-3,7-dihydro-purine-2,6 dione (100 mg, 0.231 mmol), 4-methanesulfonyl methyl-pyrrolidine-1,2-dicarboxylic acid 1-tert-butyl ester 2-methyl ester (82 mg, 0.254 mmol) and K2CO3 (63 mg, 0.462 mmol) in DMF (8 ml) was heated at 80° C. for 3 hrs. The reaction mixture was filtered through celite and washed with ethyl acetate. The filtrate was washed with water, brine, dried over sodium sulphate, filtered and concentrated ... Product: COC(=O)C1N(CC(C1)COC1=CC=C(C=C1)C1=NC=2N(C(N(C(C2N1COCC[Si](C)(C)C)=O)CCC)=O)CCC)C(=O)OC(C)(C)C (4-{4-[2,6-Dioxo-1,3-dipropyl-7-(2-trimethylsilanyl-ethoxymethyl)-2,3,6,7-tetrahydro-1H-purin-8-yl]-phenoxymethyl}-pyrrolidine-1,2-dicarboxylic acid 1-tert-butyl ester 2-methyl ester).